This data is from the Open Reaction Database (ORD), a public repository of structured organic reaction records. The task is: describe an organic reaction: reactants, conditions, products, and yield Starting materials: CC(=O)OO, COC(C)=O, CCO, C(=Cc1nc2cnc3ccccc3c2s1)c1ccccc1. Yields the product [O-][n+]1cc2nc(C=Cc3ccccc3)sc2c2ccccc21. Reaction SMILES: [C:1]([O:2][OH:4])(=[O:3])[CH3:5].[C:30]([O:31][CH3:32])(=[O:33])[CH3:34].[CH3:27][CH2:28][OH:29].[c:6]1([CH:12]=[CH:13][c:14]2[s:15][c:16]3[c:17]([cH:18][n:19][c:20]4[cH:21][cH:22][cH:23][cH:24][c:25]34)[n:26]2)[cH:7][cH:8][cH:9][cH:10][cH:11]1>>[O-:3][n+:19]1[cH:18][c:17]2[c:16]([s:15][c:14]([CH:13]=[CH:12][c:6]3[cH:7][cH:8][cH:9][cH:10][cH:11]3)[n:26]2)[c:25]2[c:20]1[cH:21][cH:22][cH:23][cH:24]2. Starting materials: O=C1CCN(Cc2ccccc2)C(=O)C1, COc1ccc(N)cc1OC1CCCC1, c1ccccc1. Product: COc1ccc(NC2=CC(=O)N(Cc3ccccc3)CC2)cc1OC1CCCC1. Reaction SMILES: [CH2:16]([c:17]1[cH:18][cH:19][cH:20][cH:21][cH:22]1)[N:23]1[C:24](=[O:30])[CH2:25][C:26](=[O:29])[CH2:27][CH2:28]1.[CH:1]1([O:6][c:7]2[cH:8][c:9]([NH2:10])[cH:11][cH:12][c:13]2[O:14][CH3:15])[CH2:2][CH2:3][CH2:4][CH2:5]1.[cH:31]1[cH:32][cH:33][cH:34][cH:35][cH:36]1>>[CH:1]1([O:6][c:7]2[cH:8][c:9]([NH:10][C:26]3=[CH:25][C:24](=[O:30])[N:23]([CH2:16][c:17]4[cH:18][cH:19][cH:20][cH:21][cH:22]4)[CH2:28][CH2:27]3)[cH:11][cH:12][c:13]2[O:14][CH3:15])[CH2:2][CH2:3][CH2:4][CH2:5]1. The reactants are N[C@@H]1CC[C@H](CC1)CNC1=NC(=NC=C1[N+](=O)[O-])NCC1=C(C=CC=C1)OC(F)(F)F (N4-[(trans-4-aminocyclohexyl)methyl]-5-nitro-N2-[2-(trifluoromethoxy)benzyl]pyrimidine-2,4-diamine), O1C(C1(C)C)O (1,2-epoxy-2-methylpropanol). Solvent: C(C)O (ethanol). Run at temperature 100 celsius. Product: CC(CN[C@@H]1CC[C@H](CC1)CNC1=NC(=NC=C1[N+](=O)[O-])NCC1=C(C=CC=C1)OC(F)(F)F)(C)O (2-methyl-1-[(trans-4-{[(5-nitro-2-{[2-(trifluoromethoxy)benzyl]amino}pyrimidin-4-yl)amino]-methyl}cyclohexyl)amino]propan-2-ol). Isolated yield 47.0%. Reaction SMILES: [NH2:1][C@H:2]1[CH2:7][CH2:6][C@H:5]([CH2:8][NH:9][C:10]2[C:15]([N+:16]([O-:18])=[O:17])=[CH:14][N:13]=[C:12]([NH:19][CH2:20][C:21]3[CH:26]=[CH:25][CH:24]=[CH:23][C:22]=3[O:27][C:28]([F:31])([F:30])[F:29])[N:11]=2)[CH2:4][CH2:3]1.[O:32]1[C:34]([CH3:36])([CH3:35])[CH:33]1O>C(O)C>[CH3:33][C:34]([OH:32])([CH3:36])[CH2:35][NH:1][C@H:2]1[CH2:3][CH2:4][C@H:5]([CH2:8][NH:9][C:10]2[C:15]([N+:16]([O-:18])=[O:17])=[CH:14][N:13]=[C:12]([NH:19][CH2:20][C:21]3[CH:26]=[CH:25][CH:24]=[CH:23][C:22]=3[O:27][C:28]([F:30])([F:31])[F:29])[N:11]=2)[CH2:6][CH2:7]1. Reported procedure: A reaction mixture of N4-[(trans-4-aminocyclohexyl)methyl]-5-nitro-N2-[2-(trifluoromethoxy)benzyl]pyrimidine-2,4-diamine (50 mg, 0.11 mmol) and 1,2-epoxy-2-methylpropanol (500 μL) in ethanol (1 mL) was heated to 100° C. for 1 h in a microwave. The reaction mixture was concentrated and the resulting residue was purified by silica gel preparative TLC using 10:1 CH2Cl2:MeOH as an eluent to afford 28 mg (47%) of the title compound as a white solid, m/z 513.5 [M+1]+ Reactants: C1C(N2CCCC3=CC=CC1=C23)=O (5,6-dihydro-4H-pyrrolo[3,2,1-ij]quinolin-2(1H)-one), BrCCCCCC(=O)Cl (6-bromohexanoyl chloride). Product: BrCCCCCC(=O)C=1C=C2CCCN3C2=C(C1)CC3=O (8-(6-bromohexanoyl)-5,6-dihydro-4H-pyrrolo[3,2,1-ij]quinolin-2(1H)-one). RXN SMILES: [CH2:1]1[C:11]2=[C:12]3[C:7](=[CH:8][CH:9]=[CH:10]2)[CH2:6][CH2:5][CH2:4][N:3]3[C:2]1=[O:13].[Br:14][CH2:15][CH2:16][CH2:17][CH2:18][CH2:19][C:20](Cl)=[O:21]>>[Br:14][CH2:15][CH2:16][CH2:17][CH2:18][CH2:19][C:20]([C:9]1[CH:8]=[C:7]2[C:12]3=[C:11]([CH2:1][C:2](=[O:13])[N:3]3[CH2:4][CH2:5][CH2:6]2)[CH:10]=1)=[O:21]. Procedure: Using 5,6-dihydro-4H-pyrrolo[3,2,1-ij]quinolin-2(1H)-one and 6-bromohexanoyl chloride according to the same method as that of Reference Example 1, the title compound (5.13 g) was obtained as colorless crystals having a melting point of 86 to 87° C. The reactants are C(C1=CC=CC=C1)O (benzyl alcohol), [Si](C)(C)(C(C)(C)C)OC(C)[C@H]1CC[C@H]2[C@@H]3C(=CC4=CC(CC[C@]4(C)[C@H]3CC[C@]12C)=O)C (20-tert-Butyldimethylsilyloxy-7-methyl-pregn-4,6-dien-3-one), [Si](C)(C)(C(C)(C)C)OC(C)[C@H]1CC[C@H]2[C@@H]3C(=CC4=CC(CC[C@]4(C)[C@H]3CC[C@]12C)=O)C (20-tert-Butyldimethylsilyloxy-7-methyl-pregn-4,6-dien-3-one). Reagents/catalysts: [Pd] (palladium on carbon). The solvent is CCCCCCC (heptane), CCCCCCC (heptane). Reaction conditions: temperature 80 celsius. The product is [Si](C)(C)(C(C)(C)C)OC(C)[C@H]1CC[C@H]2[C@@H]3[C@H](CC4=CC(CC[C@]4(C)[C@H]3CC[C@]12C)=O)C (20-tert-Butyldimethylsilyloxy-7β-methyl-pregn-4-en-3-one). RXN SMILES: C(O)C1C=CC=CC=1.[Si:9]([O:16][CH:17]([C@@H:19]1[C@:36]2([CH3:37])[C@H:22]([C@H:23]3[C@H:33]([CH2:34][CH2:35]2)[C@:31]2([CH3:32])[C:26](=[CH:27][C:28](=[O:38])[CH2:29][CH2:30]2)[CH:25]=[C:24]3[CH3:39])[CH2:21][CH2:20]1)[CH3:18])([C:12]([CH3:15])([CH3:14])[CH3:13])([CH3:11])[CH3:10]>[Pd].CCCCCCC>[Si:9]([O:16][CH:17]([C@@H:19]1[C@:36]2([CH3:37])[C@H:22]([C@H:23]3[C@H:33]([CH2:34][CH2:35]2)[C@:31]2([CH3:32])[C:26](=[CH:27][C:28](=[O:38])[CH2:29][CH2:30]2)[CH2:25][C@@H:24]3[CH3:39])[CH2:21][CH2:20]1)[CH3:18])([C:12]([CH3:13])([CH3:14])[CH3:15])([CH3:11])[CH3:10]. Procedure: A slurry of 5% palladium on carbon (7.12 gm) and benzyl alcohol (213 mL) in heptane (356 mL) was refluxed for 20 min. The mixture was cooled to 80° C. and a solution of 20-tert-butyldimethylsilyloxy-7-methyl-pregn-4,6-dien-3-one (71.2 gm, 0.16 mol, product of Step 5) in heptane (427 mL) was added. The slurry was refluxed for 9.5 h. The reaction was cooled to room temperature and filtered through SOLKA FLOK filter aid which was subsequently washed with hexane. The filtrate was extracted with acet... Reactants: COC(=O)c1cncn1C1c2ccccc2CC1(C)C, [Na+], [OH-], O, O=S(=O)(O)O. The product is COC(=O)c1cncn1C1c2ccccc2C(=O)C1(C)C. As a reaction SMILES: [CH3:1][O:2][C:3](=[O:4])[c:5]1[cH:6][n:7][cH:8][n:9]1[CH:10]1[C:11]([CH3:19])([CH3:20])[CH2:12][c:13]2[cH:14][cH:15][cH:16][cH:17][c:18]21.[Na+:27].[OH-:26].[OH2:28].[S:21]([OH:22])(=[O:23])(=[O:24])[OH:25]>>[CH3:1][O:2][C:3](=[O:4])[c:5]1[cH:6][n:7][cH:8][n:9]1[CH:10]1[C:11]([CH3:19])([CH3:20])[C:12](=[O:22])[c:13]2[cH:14][cH:15][cH:16][cH:17][c:18]21. The reactants are CCOC(=O)Cn1ccccc1=O, CCO, NN, O. Product: NNC(=O)Cn1ccccc1=O. As a reaction SMILES: [CH2:1]([O:3][C:4](=[O:2])[CH2:5][n:6]1[c:7](=[O:12])[cH:8][cH:9][cH:10][cH:11]1)[CH3:13].[CH3:17][CH2:18][OH:19].[NH2:15][NH2:16].[OH2:14]>>[O:3]=[C:4]([CH2:5][n:6]1[c:7](=[O:12])[cH:8][cH:9][cH:10][cH:11]1)[NH:15][NH2:16]. Reactants: ClCCCCOC=1C=CC2=C(C(OC(N2)=O)(C)C)C1 (6-(4-chlorobutoxy)-4,4-dimethyl-4H-3,1-benzoxazin-2-one), C1(CCCCC1)C1=CC=C(C=C1)S (4-cyclohexyl-thiophenol). The product is C1(CCCCC1)C1=CC=C(C=C1)SCCCCOC=1C=CC2=C(C(OC(N2)=O)(C)C)C1 (6-[4-(4-Cyclohexyl-phenylmercapto)-butoxy]-4,4-dimethyl-4H-3,1-benzoxazin-2-one). RXN SMILES: Cl[CH2:2][CH2:3][CH2:4][CH2:5][O:6][C:7]1[CH:8]=[CH:9][C:10]2[NH:15][C:14](=[O:16])[O:13][C:12]([CH3:18])([CH3:17])[C:11]=2[CH:19]=1.[CH:20]1([C:26]2[CH:31]=[CH:30][C:29]([SH:32])=[CH:28][CH:27]=2)[CH2:25][CH2:24][CH2:23][CH2:22][CH2:21]1>>[CH:20]1([C:26]2[CH:27]=[CH:28][C:29]([S:32][CH2:2][CH2:3][CH2:4][CH2:5][O:6][C:7]3[CH:8]=[CH:9][C:10]4[NH:15][C:14](=[O:16])[O:13][C:12]([CH3:18])([CH3:17])[C:11]=4[CH:19]=3)=[CH:30][CH:31]=2)[CH2:21][CH2:22][CH2:23][CH2:24][CH2:25]1. Procedure: Prepared analogously to Example 1 from 6-(4-chlorobutoxy)-4,4-dimethyl-4H-3,1-benzoxazin-2-one and 4-cyclohexyl-thiophenol. Starting materials: NC=O, ClP(Cl)(Cl)(Cl)Cl, C1COCCO1, Oc1ncnc2ccccc12, O=P(Cl)(Cl)Cl, c1ccc2ncncc2c1. Product: Clc1ncnc2ccccc12. Reaction SMILES: [CH:11]([NH2:12])=[O:13].[Cl:25][P:26]([Cl:27])([Cl:28])([Cl:29])[Cl:30].[O:31]1[CH2:32][CH2:33][O:34][CH2:35][CH2:36]1.[OH:14][c:15]1[c:16]2[c:17]([cH:18][cH:19][cH:20][cH:21]2)[n:22][cH:23][n:24]1.[P:37]([Cl:38])([Cl:39])([Cl:40])=[O:41].[cH:1]1[cH:2][cH:3][c:4]2[n:5][cH:6][n:7][cH:8][c:9]2[cH:10]1>>[cH:1]1[cH:2][cH:3][c:4]2[n:5][cH:6][n:7][c:8]([Cl:25])[c:9]2[cH:10]1.